Dataset: the Open Reaction Database (ORD), a public repository of structured organic reaction records. Task: describe an organic reaction: reactants, conditions, products, and yield The product is NCCC1CN(CC1)C=1C=CN2C(C(=CC(=C2C1OC)C1CC1)C(=O)O)=O (8-[3-aminoethyl-pyrrolidinyl]-1-cyclopropyl-9-methoxy-4-oxo-4H-quinolizine-3-carboxylic acid). Starting materials: C(C)OC(=O)C1=CC(=C2C(=C(C=CN2C1=O)Cl)OC)C1CC1 (Ethyl-8-chloro-1-cyclopropyl-9-methoxy-4-oxo-4H-quinolizine-3-carboxylate), C(=O)(OC(C)(C)C)NCCC1CNCC1 (3-(N-boc-aminoethyl)pyrrolidine). RXN SMILES: C([O:3][C:4]([C:6]1[C:15](=[O:16])[N:14]2[C:9]([C:10]([O:18][CH3:19])=[C:11](Cl)[CH:12]=[CH:13]2)=[C:8]([CH:20]2[CH2:22][CH2:21]2)[CH:7]=1)=[O:5])C.C([NH:30][CH2:31][CH2:32][CH:33]1[CH2:37][CH2:36][NH:35][CH2:34]1)(OC(C)(C)C)=O>>[NH2:30][CH2:31][CH2:32][CH:33]1[CH2:37][CH2:36][N:35]([C:11]2[CH:12]=[CH:13][N:14]3[C:9]([C:10]=2[O:18][CH3:19])=[C:8]([CH:20]2[CH2:21][CH2:22]2)[CH:7]=[C:6]([C:4]([OH:3])=[O:5])[C:15]3=[O:16])[CH2:34]1. Procedure: A series of procedures similar to Example 1 above is carried out, using Ethyl-8-chloro-1-cyclopropyl-9-methoxy-4-oxo-4H-quinolizine-3-carboxylate (Precursor B) and 3-(N-boc-aminoethyl)pyrrolidine (Precursor D) as the starting materials. Solvent: CN(C)C=O (DMF). Reactants: CC=1C(=NC=CC1)C1NC(CCC1)C1=NC=CC=C1C (3,3″-dimethyl-1′,2′,3′,4′,5′,6′-hexahydro-[2,2′;6′,2″]terpyridine), COC(C1=CC=C(C=C1)CBr)=O (4-bromomethyl-benzoic acid methyl ester), CCN(C(C)C)C(C)C (DIPEA). As a reaction SMILES: CC1C(C2CCCC(C3C(C)=CC=CN=3)N2)=NC=CC=1.[CH3:21][O:22][C:23](=[O:32])[C:24]1[CH:29]=[CH:28][C:27](CBr)=[CH:26][CH:25]=1.CCN(C(C)C)C(C)C>CN(C=O)C>[CH3:21][O:22][C:23](=[O:32])[C:24]1[CH:29]=[CH:28][CH:27]=[CH:26][CH:25]=1. Product: COC(C1=CC=CC=C1)=O (benzoic acid methyl ester). Reported procedure: Using General Procedure A: A solution of 3,3″-dimethyl-1′,2′,3′,4′,5′,6′-hexahydro-[2,2′;6′,2″]terpyridine (0.485 g, 1.81 mmol), 4-bromomethyl-benzoic acid methyl ester (0.642 g, 2.80 mmol), KI (64 mg, 0.38 mmol), and DIPEA (0.65 mL, 3.73 mmol) in DMF (9 mL) was heated at 60° C. for 23 hours. Purification of the crude material by column chromatography on silica gel (40:1:1 CH2Cl2—CH3OH—NH4OH) provided 0.67 g (89%) of 4-3,3″-dimethyl-3′,4′,5′,6′-tetrahydro-2′H-[2,2′;6′,2″]terpyridin-1′-ylmethyl)-... Starting materials: CCN(CC)C(=O)Cl, O=S(=O)(c1nc[nH]n1)c1ccc(C(F)(F)F)cc1Cl, O, c1ccncc1. Product: CCN(CC)C(=O)n1cnc(S(=O)(=O)c2ccc(C(F)(F)F)cc2Cl)n1. Reaction SMILES: [CH2:20]([CH3:21])[N:22]([C:23](=[O:24])[Cl:25])[CH2:26][CH3:27].[Cl:1][c:2]1[c:3]([S:12](=[O:13])(=[O:14])[c:15]2[n:16][nH:17][cH:18][n:19]2)[cH:4][cH:5][c:6]([C:8]([F:9])([F:10])[F:11])[cH:7]1.[OH2:28].[cH:29]1[cH:30][cH:31][n:32][cH:33][cH:34]1>>[Cl:1][c:2]1[c:3]([S:12](=[O:13])(=[O:14])[c:15]2[n:16][n:17]([C:23]([N:22]([CH2:20][CH3:21])[CH2:26][CH3:27])=[O:24])[cH:18][n:19]2)[cH:4][cH:5][c:6]([C:8]([F:9])([F:10])[F:11])[cH:7]1. The reactants are O=C1N(C(CC1)=O)OC(=O)C1=C(NC(=C1C)\C=C\1/C(NC2=CC=C(C=C12)S(=O)(=O)CC1=C(C=CC(=C1)Cl)Cl)=O)C (5-[5-(2,5-Dichloro-phenylmethanesulfonyl)-2-oxo-1,2-dihydro-indol-(3Z)-ylidenemethyl]-2,4-dimethyl-1H-pyrrole-3-carboxylic acid 2,5-dioxo-pyrrolidin-1-yl ester), N1CCC(CC1)O (piperidin-4-ol). Yields the product ClC1=C(C=C(C=C1)Cl)CS(=O)(=O)C=1C=C2/C(/C(NC2=CC1)=O)=C/C=1NC(=C(C1C)C(=O)N1CCC(CC1)O)C (5-(2,5-Dichloro-phenylmethanesulfonyl)-3-[1-[4-(4-hydroxy-piperidine-1-carbonyl)-3,5-dimethyl-1H-pyrrol-2-yl]-meth-(Z)-ylidene]-1,3-dihydro-indol-2-one). Isolated yield 25.5%. RXN SMILES: O=C1CCC(=O)N1[O:8][C:9]([C:11]1[C:15]([CH3:16])=[C:14](/[CH:17]=[C:18]2\[C:19](=[O:39])[NH:20][C:21]3[C:26]\2=[CH:25][C:24]([S:27]([CH2:30][C:31]2[CH:36]=[C:35]([Cl:37])[CH:34]=[CH:33][C:32]=2[Cl:38])(=[O:29])=[O:28])=[CH:23][CH:22]=3)[NH:13][C:12]=1[CH3:40])=O.[NH:41]1[CH2:46][CH2:45][CH:44]([OH:47])[CH2:43][CH2:42]1>>[Cl:38][C:32]1[CH:33]=[CH:34][C:35]([Cl:37])=[CH:36][C:31]=1[CH2:30][S:27]([C:24]1[CH:25]=[C:26]2[C:21](=[CH:22][CH:23]=1)[NH:20][C:19](=[O:39])/[C:18]/2=[CH:17]\[C:14]1[NH:13][C:12]([CH3:40])=[C:11]([C:9]([N:41]2[CH2:46][CH2:45][CH:44]([OH:47])[CH2:43][CH2:42]2)=[O:8])[C:15]=1[CH3:16])(=[O:29])=[O:28]. Procedure: 5-[5-(2,5-Dichloro-phenylmethanesulfonyl)-2-oxo-1,2-dihydro-indol-(3Z)-ylidenemethyl]-2,4-dimethyl-1H-pyrrole-3-carboxylic acid 2,5-dioxo-pyrrolidin-1-yl ester (120 mg, 0.2 mmol) was condensed with piperidin-4-ol (21 mg, 0.2 mmol) to give 30 mg the titled compound. Reactants: O (water), ClC=1C=CC(=C(C(=O)NC(C)C2CC2)C1)[N+](=O)[O-] (5-chloro-N-(1-cyclopropylethyl)-2-nitrobenzamide), reduced iron, Cl (hydrochloric acid). The solvent is C(C)O (ethanol). Conditions: time 0.5 hour. Yields the product NC1=C(C(=O)NC(C)C2CC2)C=C(C=C1)Cl (2-amino-5-chloro-N-(1-cyclopropylethyl)benzamide). Isolated yield 67.9%. RXN SMILES: [Cl:1][C:2]1[CH:3]=[CH:4][C:5]([N+:16]([O-])=O)=[C:6]([CH:15]=1)[C:7]([NH:9][CH:10]([CH:12]1[CH2:14][CH2:13]1)[CH3:11])=[O:8].Cl.O>C(O)C>[NH2:16][C:5]1[CH:4]=[CH:3][C:2]([Cl:1])=[CH:15][C:6]=1[C:7]([NH:9][CH:10]([CH:12]1[CH2:14][CH2:13]1)[CH3:11])=[O:8]. Reported procedure: 5.8 g of 5-chloro-N-(1-cyclopropylethyl)-2-nitrobenzamide was dissolved in 88 ml of ethanol, and 12.6 ml of concentrated hydrochloric acid was dropwise added under cooling with ice. After stirring at the same temperature for 0.5 hour, 4.0 g of reduced iron was added dividedly in several addition. After stirring at room temperature for 3 hours, water was added to the reaction mixture, followed by extraction with ethyl acetate. The organic layer was washed with a saturated sodium chloride aqueous ...